This data is from the Open Reaction Database (ORD), a public repository of structured organic reaction records. The task is: describe an organic reaction: reactants, conditions, products, and yield The reactants are CNS(=O)(=O)C=Cc1ccc2[nH]cc(C3CCN(C)CC3)c2c1, CCOC(C)=O, CN(C)C=O, [H][H]. The product is CNS(=O)(=O)CCc1ccc2[nH]cc(C3CCN(C)CC3)c2c1. Reaction SMILES: [CH3:1][NH:2][S:3](=[O:4])(=[O:5])[CH:6]=[CH:7][c:8]1[cH:9][c:10]2[c:11]([CH:17]3[CH2:18][CH2:19][N:20]([CH3:23])[CH2:21][CH2:22]3)[cH:12][nH:13][c:14]2[cH:15][cH:16]1.[CH3:26][CH2:27][O:28][C:29](=[O:30])[CH3:31].[CH3:32][N:33]([CH3:34])[CH:35]=[O:36].[H:24][H:25]>>[CH3:1][NH:2][S:3](=[O:4])(=[O:5])[CH2:6][CH2:7][c:8]1[cH:9][c:10]2[c:11]([CH:17]3[CH2:18][CH2:19][N:20]([CH3:23])[CH2:21][CH2:22]3)[cH:12][nH:13][c:14]2[cH:15][cH:16]1. The product is ClC1=C(COC2=C(SC(=C2)N2C=NC3=C2C=NC=C3)C(=O)N)C(=CC=C1)Cl (3-[(2,6-dichlorobenzyl)oxy]-5-(3H-imidazo[4,5-c]pyridin-3-yl)thiophene-2-carboxamide). The solvent is CO (methanol). Reaction SMILES: [Cl:1][C:2]1[CH:27]=[CH:26][CH:25]=[C:24]([Cl:28])[C:3]=1[CH2:4][O:5][C:6]1[CH:10]=[C:9]([N:11]2[C:15]3[CH:16]=[N:17][CH:18]=[CH:19][C:14]=3[N:13]=[CH:12]2)[S:8][C:7]=1[C:20]([O:22]C)=O.[NH3:29]>CO>[Cl:1][C:2]1[CH:27]=[CH:26][CH:25]=[C:24]([Cl:28])[C:3]=1[CH2:4][O:5][C:6]1[CH:10]=[C:9]([N:11]2[C:15]3[CH:16]=[N:17][CH:18]=[CH:19][C:14]=3[N:13]=[CH:12]2)[S:8][C:7]=1[C:20]([NH2:29])=[O:22]. Reported procedure: In a similar manner as described for example 38, 123.1 mg of methyl 3-[(2,6-dichlorobenzyl)oxy]-5-(3H-imidazo[4,5-c]pyridin-3-yl)thiophene-2-carboxylate and 15 ml of a saturated solution of ammonia in methanol yield the title compound. Reactants: ClC1=C(COC2=C(SC(=C2)N2C=NC3=C2C=NC=C3)C(=O)OC)C(=CC=C1)Cl (methyl 3-[(2,6-dichlorobenzyl)oxy]-5-(3H-imidazo[4,5-c]pyridin-3-yl)thiophene-2-carboxylate), saturated solution, N (ammonia). Starting materials: [Al+3], O=C1Cc2ccc(Br)cc2N1, [Cl-], [Cl-], [Cl-], O=C(Cl)CCl, ClCCCl. Yields the product O=C1Cc2cc(C(=O)CCl)c(Br)cc2N1. As a reaction SMILES: [Al+3:18].[Br:6][c:7]1[cH:8][cH:9][c:10]2[c:14]([cH:15]1)[NH:13][C:12](=[O:16])[CH2:11]2.[Cl-:17].[Cl-:19].[Cl-:20].[Cl:1][CH2:2][C:3](=[O:4])[Cl:5].[Cl:21][CH2:22][CH2:23][Cl:24]>>[Cl:1][CH2:2][C:3](=[O:4])[c:8]1[c:7]([Br:6])[cH:15][c:14]2[c:10]([cH:9]1)[CH2:11][C:12](=[O:16])[NH:13]2. The reactants are CCCCO, COc1ccc(N2CCNCC2)cc1, CC(C)O, OC(CCCl)COc1ccccc1, [Na+], [Na+], O=C([O-])[O-]. Product: COc1ccc(N2CCN(CCC(O)COc3ccccc3)CC2)cc1. RXN SMILES: [CH2:38]([OH:39])[CH2:40][CH2:41][CH3:42].[CH3:1][O:2][c:3]1[cH:4][cH:5][c:6]([N:9]2[CH2:10][CH2:11][NH:12][CH2:13][CH2:14]2)[cH:7][cH:8]1.[CH:34]([OH:35])([CH3:36])[CH3:37].[Cl:15][CH2:16][CH2:17][CH:18]([CH2:19][O:20][c:21]1[cH:22][cH:23][cH:24][cH:25][cH:26]1)[OH:27].[Na+:28].[Na+:29].[O-:30][C:31](=[O:32])[O-:33]>>[CH3:1][O:2][c:3]1[cH:4][cH:5][c:6]([N:9]2[CH2:10][CH2:11][N:12]([CH2:16][CH2:17][CH:18]([CH2:19][O:20][c:21]3[cH:22][cH:23][cH:24][cH:25][cH:26]3)[OH:27])[CH2:13][CH2:14]2)[cH:7][cH:8]1. Reactants: Clc1cccc(Cc2nc(Cl)c3c(n2)CCN(Cc2ccccc2)CC3)c1, N, C1CCOC1, [Zn]. Yields the product Clc1cccc(Cc2ncc3c(n2)CCN(Cc2ccccc2)CC3)c1. As a reaction SMILES: [CH2:1]([c:2]1[cH:3][cH:4][cH:5][cH:6][cH:7]1)[N:8]1[CH2:9][CH2:10][c:11]2[c:12]([c:15]([Cl:27])[n:16][c:17]([CH2:19][c:20]3[cH:21][c:22]([Cl:26])[cH:23][cH:24][cH:25]3)[n:18]2)[CH2:13][CH2:14]1.[NH3:28].[O:29]1[CH2:30][CH2:31][CH2:32][CH2:33]1.[Zn:34]>>[CH2:1]([c:2]1[cH:3][cH:4][cH:5][cH:6][cH:7]1)[N:8]1[CH2:9][CH2:10][c:11]2[c:12]([cH:15][n:16][c:17]([CH2:19][c:20]3[cH:21][c:22]([Cl:26])[cH:23][cH:24][cH:25]3)[n:18]2)[CH2:13][CH2:14]1. Reactants: C=CC, N#N, c1ccccc1. Yields the product CC(C)c1ccccc1. RXN SMILES: [CH2:3]=[CH:4][CH3:5].[N:1]#[N:2].[cH:6]1[cH:7][cH:8][cH:9][cH:10][cH:11]1>>[CH3:3][CH:4]([CH3:5])[c:6]1[cH:7][cH:8][cH:9][cH:10][cH:11]1. Reaction SMILES: [CH:1]1([C:4]2[N:8]([CH3:9])[C:7]3[CH:10]=[C:11]([N:14]4[CH:19]=[CH:18][C:17]([OH:20])=[CH:16][C:15]4=[O:21])[CH:12]=[CH:13][C:6]=3[N:5]=2)[CH2:3][CH2:2]1.[Cl:22][C:23]1[CH:28]=[CH:27][C:26]([CH2:29]O)=[CH:25][C:24]=1[F:31].C(P(CCCC)CCCC)CCC.N(C(N1CCCCC1)=O)=NC(N1CCCCC1)=O>C1COCC1>[Cl:22][C:23]1[CH:28]=[CH:27][C:26]([CH2:29][O:20][C:17]2[CH:18]=[CH:19][N:14]([C:11]3[CH:12]=[CH:13][C:6]4[N:5]=[C:4]([CH:1]5[CH2:2][CH2:3]5)[N:8]([CH3:9])[C:7]=4[CH:10]=3)[C:15](=[O:21])[CH:16]=2)=[CH:25][C:24]=1[F:31]. Isolated yield 16.6%. Run in C1CCOC1 (THF). The reactants are C1(CC1)C1=NC2=C(N1C)C=C(C=C2)N2C(C=C(C=C2)O)=O (1-(2-cyclopropyl-1-methyl-1H-benzimidazol-6-yl)-4-hydroxypyridin-2(1H)-one), ClC1=C(C=C(C=C1)CO)F ((4-chloro-3-fluorophenyl)methanol), C(CCC)P(CCCC)CCCC (tributylphosphine), N(=NC(=O)N1CCCCC1)C(=O)N1CCCCC1 (1,1′-(azodicarbonyl)dipiperidine). Conditions: temperature 60 celsius, time 2 hour. Yields the product ClC1=C(C=C(COC2=CC(N(C=C2)C=2C=CC3=C(N(C(=N3)C3CC3)C)C2)=O)C=C1)F (4-((4-Chloro-3-fluorobenzyl)oxy)-1-(2-cyclopropyl-1-methyl-1H-benzimidazol-6-yl)pyridin-2(1H)-one). Procedure: To a solution of 1-(2-cyclopropyl-1-methyl-1H-benzimidazol-6-yl)-4-hydroxypyridin-2(1H)-one (100 mg), (4-chloro-3-fluorophenyl)methanol (114 mg) and tributylphosphine (258 μl) in THF (15 ml) was added 1,1′-(azodicarbonyl)dipiperidine (265 mg). The mixture was stirred under sonication at 60° C. for 2 h. The reaction mixture was then cooled to room temperature, and concentrated in vacuo. The residue was diluted with DCM, washed with water and brine, dried over Na2SO4 and concentrated in vacuo. The...